From a dataset of the Open Reaction Database (ORD), a public repository of structured organic reaction records. describe an organic reaction: reactants, conditions, products, and yield Reactants: COc1ccc(-c2ccnc(OCc3ccccc3)c2[N+](=O)[O-])c(Cl)c1, O=C(O)C(F)(F)F. The product is COc1ccc(-c2cc[nH]c(=O)c2[N+](=O)[O-])c(Cl)c1. As a reaction SMILES: [CH2:1]([c:2]1[cH:3][cH:4][cH:5][cH:6][cH:7]1)[O:8][c:9]1[n:10][cH:11][cH:12][c:13](-[c:18]2[c:19]([Cl:26])[cH:20][c:21]([O:24][CH3:25])[cH:22][cH:23]2)[c:14]1[N+:15](=[O:16])[O-:17].[F:27][C:28]([F:29])([F:30])[C:31]([OH:32])=[O:33]>>[O:8]=[c:9]1[nH:10][cH:11][cH:12][c:13](-[c:18]2[c:19]([Cl:26])[cH:20][c:21]([O:24][CH3:25])[cH:22][cH:23]2)[c:14]1[N+:15](=[O:16])[O-:17]. Starting materials: CC1(CC(C1)C(C1=CC=C(C(=O)NCCC(=O)OCC)C=C1)NC=1C=NC2=CC=CC=C2C1)C (ethyl 3-(4-((3,3-dimethylcyclobutyl)(quinolin-3-ylamino)methyl)benzamido)propanoate), Cl (hydrochloric acid), O1CCCC1 (tetrahydrofuran), [OH-].[Na+] (sodium hydroxide). Solvent: C(C)(=O)OCC (ethyl acetate), O (water), CO (methanol). Conditions: time 18 hour. Yields the product CC1(CC(C1)C(C1=CC=C(C(=O)NCCC(=O)O)C=C1)NC=1C=NC2=CC=CC=C2C1)C (3-(4-((3,3-dimethylcyclobutyl)(quinolin-3-ylamino)methyl)benzamido)propanoic acid). Isolated yield 33.2%. RXN SMILES: [CH3:1][C:2]1([CH3:34])[CH2:5][CH:4]([CH:6]([NH:23][C:24]2[CH:25]=[N:26][C:27]3[C:32]([CH:33]=2)=[CH:31][CH:30]=[CH:29][CH:28]=3)[C:7]2[CH:22]=[CH:21][C:10]([C:11]([NH:13][CH2:14][CH2:15][C:16]([O:18]CC)=[O:17])=[O:12])=[CH:9][CH:8]=2)[CH2:3]1.O1CCCC1.[OH-].[Na+].Cl>C(OCC)(=O)C.O.CO>[CH3:1][C:2]1([CH3:34])[CH2:5][CH:4]([CH:6]([NH:23][C:24]2[CH:25]=[N:26][C:27]3[C:32]([CH:33]=2)=[CH:31][CH:30]=[CH:29][CH:28]=3)[C:7]2[CH:22]=[CH:21][C:10]([C:11]([NH:13][CH2:14][CH2:15][C:16]([OH:18])=[O:17])=[O:12])=[CH:9][CH:8]=2)[CH2:3]1 |f:2.3|. Procedure details: To a flask containing ethyl 3-(4-((3,3-dimethylcyclobutyl)(quinolin-3-ylamino)methyl)benzamido)propanoate (11.9 mg, 0.0650 mmol) was added tetrahydrofuran (0.0650 mL), methanol (0.0650 mL), and 1 N sodium hydroxide (0.0650 mL, 0.0650 mmol). The reaction was stirred for 18 h at room temperature. The reaction was then diluted with ethyl acetate and water. 1 N hydrochloric acid (0.0650 mL) was then added dropwise to bring the pH to 3. The aqueous layer was extracted three times with ethyl acetate. ... Starting materials: O=C1NC(=O)C(c2c[nH]c3ccc(Br)cc23)=C1c1cc2c3c(ccn3CCC2)c1, CO, Cl, [Mg], O. Yields the product O=C1NC(=O)C(c2c[nH]c3ccc(Br)cc23)C1c1cc2c3c(ccn3CCC2)c1. Reaction SMILES: [Br:1][c:2]1[cH:3][c:4]2[c:5]([C:11]3=[C:15]([c:16]4[cH:17][c:18]5[c:23]6[n:22]([cH:27][cH:26][c:24]6[cH:25]4)[CH2:21][CH2:20][CH2:19]5)[C:14](=[O:28])[NH:13][C:12]3=[O:29])[cH:6][nH:7][c:8]2[cH:9][cH:10]1.[CH3:32][OH:33].[ClH:31].[Mg:30].[OH2:34]>>[Br:1][c:2]1[cH:3][c:4]2[c:5]([CH:11]3[C:12](=[O:29])[NH:13][C:14](=[O:28])[CH:15]3[c:16]3[cH:17][c:18]4[c:23]5[n:22]([cH:27][cH:26][c:24]5[cH:25]3)[CH2:21][CH2:20][CH2:19]4)[cH:6][nH:7][c:8]2[cH:9][cH:10]1. Reactants: COC1=CC=C(CC#N)C=C1 (p-methoxybenzylcyanide), [OH-].[K+] (KOH), CC(=O)C (acetone). Solvent: CO (methanol). The product is COC1=CC=C(C=C1)C(C#N)=C(C)C (2-(4-methoxy-phenyl)-3-methyl-but-2-ene nitrile). As a reaction SMILES: [CH3:1][O:2][C:3]1[CH:11]=[CH:10][C:6]([CH2:7][C:8]#[N:9])=[CH:5][CH:4]=1.[CH3:12][C:13]([CH3:15])=O.[OH-].[K+]>CO>[CH3:1][O:2][C:3]1[CH:11]=[CH:10][C:6]([C:7](=[C:13]([CH3:15])[CH3:12])[C:8]#[N:9])=[CH:5][CH:4]=1 |f:2.3|. Reported procedure: According to the procedure described by Example 1, p-methoxybenzylcyanide (18.6 g, 127 mmol) is condensed with acetone (50 ml) under addition of methanol (6.5 ml) and KOH (3.33 g, 50 mmol) to yield, after workup and distillation at 111-113° C./0.05 mbar, 2-(4-methoxyphenyl)-3-methyl-but-2-ene nitrile (14.3 g, 18%).